Dataset: the Open Reaction Database (ORD), a public repository of structured organic reaction records. Task: describe an organic reaction: reactants, conditions, products, and yield The reactants are C(=O)(O)C1=CC=C(C=C1)S(=O)(=O)C[N+](=O)[O-] ((4-carboxyphenylsulphonyl)nitromethane), Cl (hydrochloric acid). Solvent: O1CCCC1 (tetrahydrofuran). Reaction conditions: time 2 hour. The product is OCC1=CC=C(C=C1)S(=O)(=O)C[N+](=O)[O-] ((4-hydroxymethylphenylsulphonyl)nitromethane). Yield: 25.9%. As a reaction SMILES: [C:1]([C:4]1[CH:9]=[CH:8][C:7]([S:10]([CH2:13][N+:14]([O-:16])=[O:15])(=[O:12])=[O:11])=[CH:6][CH:5]=1)(O)=[O:2].Cl>O1CCCC1>[OH:2][CH2:1][C:4]1[CH:9]=[CH:8][C:7]([S:10]([CH2:13][N+:14]([O-:16])=[O:15])(=[O:12])=[O:11])=[CH:6][CH:5]=1. Procedure: Borane-methyl sulphide complex (0.1 ml, 1 mmol) was added to a solution of (4-carboxyphenylsulphonyl)nitromethane (0.25 g, 1 mmol) in anhydrous tetrahydrofuran (5 ml) and the mixture was stirred for 2 hours. The mixture was acidified with 2M hydrochloric acid to pH 1 and extracted with ethyl acetate. The combined extracts were dried (MgSO4) and the solvent was removed by evaporation. The residue was purified by MPLC eluting with methanol/dichloromethane (1:50 v/v) to give (4-hydroxymethylphenyls...